Dataset: the Open Reaction Database (ORD), a public repository of structured organic reaction records. Task: describe an organic reaction: reactants, conditions, products, and yield Starting materials: O=C([O-])[O-], CN(C)C=O, CI, [K+], [K+], COc1cc(N)c(C(C)=O)cc1OC. Yields the product CNc1cc(OC)c(OC)cc1C(C)=O. As a reaction SMILES: [C:17](=[O:18])([O-:19])[O-:20].[CH3:23][N:24]([CH3:25])[CH:26]=[O:27].[I:1][CH3:2].[K+:21].[K+:22].[NH2:3][c:4]1[c:5]([C:14]([CH3:15])=[O:16])[cH:6][c:7]([O:12][CH3:13])[c:8]([O:10][CH3:11])[cH:9]1>>[NH:3]([c:4]1[c:5]([C:14]([CH3:15])=[O:16])[cH:6][c:7]([O:12][CH3:13])[c:8]([O:10][CH3:11])[cH:9]1)[CH3:17].